describe an organic reaction: reactants, conditions, products, and yield From a dataset of the Open Reaction Database (ORD), a public repository of structured organic reaction records. Reactants: C(C)(C)N(C(C)C)CC (N,N-diisopropylethylamine), IC1=C(CS(=O)(=O)NC=2N=CSC2C(=O)OC)C=CC=C1 (methyl 4-{[(2-iodobenzyl)sulfonyl]amino}-1,3-thiazole-5-carboxylate), FC(S(=O)(=O)OCC(F)F)(F)F (difluoroethyl trifluoromethane-sulfonate). Run in C(C)#N (acetonitrile), C(C)#N (acetonitrile). Run at time 5 minute. The product is FC(CN(C=1N=CSC1C(=O)OC)S(=O)(=O)CC1=C(C=CC=C1)I)F (methyl 4-{(2,2-difluoroethyl)[(2-iodobenzyl)sulfonyl]amino}-1,3-thiazole-5-carboxylate). Reaction SMILES: [I:1][C:2]1[CH:21]=[CH:20][CH:19]=[CH:18][C:3]=1[CH2:4][S:5]([NH:8][C:9]1[N:10]=[CH:11][S:12][C:13]=1[C:14]([O:16][CH3:17])=[O:15])(=[O:7])=[O:6].C(N(CC)C(C)C)(C)C.FC(F)(F)S(O[CH2:37][CH:38]([F:40])[F:39])(=O)=O>C(#N)C>[F:39][CH:38]([F:40])[CH2:37][N:8]([S:5]([CH2:4][C:3]1[CH:18]=[CH:19][CH:20]=[CH:21][C:2]=1[I:1])(=[O:7])=[O:6])[C:9]1[N:10]=[CH:11][S:12][C:13]=1[C:14]([O:16][CH3:17])=[O:15]. Reported procedure: 2.1 g (4.8 mmol) of methyl 4-{[(2-iodobenzyl)sulfonyl]amino}-1,3-thiazole-5-carboxylate were dissolved in 20 ml of acetonitrile, and 0.9 ml (5.3 mmol) of N,N-diisopropylethylamine was added at RT. The reaction mixture was stirred at RT for 5 min and then a solution of 1.54 g (7.2 mmol) of difluoroethyl trifluoromethane-sulfonate in 5 ml of acetonitrile was added dropwise within 10 min. The reaction mixture was stirred at RT for 12 h and then concentrated to dryness. The residue was purified by m... RXN SMILES: C(OC([N:8]1[CH2:13][CH2:12][CH:11]([OH:14])[CH2:10][CH2:9]1)=O)(C)(C)C.[NH2:15][C:16]1[C:25]2[C:20](=[CH:21][C:22](O)=[CH:23][CH:24]=2)[CH:19]=[CH:18][N:17]=1>>[NH:8]1[CH2:9][CH2:10][CH:11]([O:14][C:22]2[CH:21]=[C:20]3[C:25](=[CH:24][CH:23]=2)[C:16]([NH2:15])=[N:17][CH:18]=[CH:19]3)[CH2:12][CH2:13]1. Procedure: This compound was prepared from 4-hydroxypiperidine-1-carboxylic acid tert-butyl ester (455 mg, 2.26 mmol) and 1-amino-6-hydroxyisoquinoline (435 mg, 2.71 mmol) by the Mitsunobu procedure described in 3C. Subsequent Boc deprotection according to procedure described in 3D gave 6-(piperidin-4-yloxy)-isoquinolin-1-ylamine (140 mg), EIMS: m/z=244.6 [M+H]+. The reactants are 3D, C(C)(C)(C)OC(=O)N1CCC(CC1)O (4-hydroxypiperidine-1-carboxylic acid tert-butyl ester), NC1=NC=CC2=CC(=CC=C12)O (1-amino-6-hydroxyisoquinoline), 3C. The yield is 25.5%. Product: N1CCC(CC1)OC=1C=C2C=CN=C(C2=CC1)N (6-(piperidin-4-yloxy)-isoquinolin-1-ylamine). The reactants are ClC=1C(=CC=C2C(CCS(C12)(=O)=O)(C)C)C(=O)C1C(CCCC1=O)=O (2-(8-chloro-4,4-dimethyl-1,1-dioxothiochroman-7-yl)carbonyl-1,3-cyclohexanedione), C(C(=O)Cl)(=O)Cl (oxalyl chloride). The reagents and catalysts are CN(C=O)C (dimethylformamide). Solvent: C(Cl)Cl (methylene chloride). Run at temperature 25 celsius, time 1 hour. Yields the product ClC1=C(C(CCC1)=O)C(=O)C1=CC=C2C(CCS(C2=C1Cl)(=O)=O)(C)C (1-Chloro-2-(8-chloro-4,4-dimethyl-1,1-dioxothiochroman-7-yl)carbonylcyclohex-1-en-3-one). Reaction SMILES: [Cl:1][C:2]1[C:3]([C:16]([CH:18]2[C:23](=[O:24])[CH2:22][CH2:21][CH2:20][C:19]2=O)=[O:17])=[CH:4][CH:5]=[C:6]2[C:11]=1[S:10](=[O:13])(=[O:12])[CH2:9][CH2:8][C:7]2([CH3:15])[CH3:14].C(Cl)(=O)C([Cl:29])=O>C(Cl)Cl.CN(C)C=O>[Cl:29][C:19]1[CH2:20][CH2:21][CH2:22][C:23](=[O:24])[C:18]=1[C:16]([C:3]1[C:2]([Cl:1])=[C:11]2[C:6]([C:7]([CH3:15])([CH3:14])[CH2:8][CH2:9][S:10]2(=[O:13])=[O:12])=[CH:5][CH:4]=1)=[O:17]. Reported procedure: 2.0 g (5.2 mmol) of 2-(8-chloro-4,4-dimethyl-1,1-dioxothiochroman-7-yl)carbonyl-1,3-cyclohexanedione were dissolved in 30 ml of methylene chloride and 2.2 g (17.3 mmol) of oxalyl chloride and 2 drops of dimethylformamide were added. After 1 hour of stirring at 25° C., the solvent was removed. This gave 2.1 g of colored crystals. RXN SMILES: [NH2:1][C:2]1[CH:7]=[C:6]([OH:8])[CH:5]=[CH:4][C:3]=1[S:9][C:10]1[CH:15]=[CH:14][C:13]([NH:16][C:17](=[O:19])[CH3:18])=[CH:12][CH:11]=1.[CH3:20][C:21](CBr)=[CH2:22].C(=O)([O-])[O-].[K+].[K+]>CN(C=O)C>[NH2:1][C:2]1[CH:7]=[C:6]([O:8][CH2:20][CH2:21][CH3:22])[CH:5]=[CH:4][C:3]=1[S:9][C:10]1[CH:15]=[CH:14][C:13]([NH:16][C:17](=[O:19])[CH3:18])=[CH:12][CH:11]=1 |f:2.3.4|. The product is NC1=C(C=CC(=C1)OCCC)SC1=CC=C(C=C1)NC(C)=O (N-[4-(2-Amino-4-propoxy-phenylsulfanyl)-phenyl]-acetamide). Run at time 15 hour. The reactants are NC1=C(C=CC(=C1)O)SC1=CC=C(C=C1)NC(C)=O (N-[4-(2-Amino-4-hydroxy-phenylsulfanyl)-phenyl]-acetamide), CC(=C)CBr (2-methyl-3-bromo propene), C([O-])([O-])=O.[K+].[K+] (potassium carbonate). The yield is 102.2%. Procedure: A mixture of the product from Example 232b (56 mg, 0.17 mmol), 2-methyl-3-bromo propene (20 mg, 0.17 mmol) and potassium carbonate (26 mg, 0.19 mmole) in DMF (1 mL) was stirred at room temperature 15 hr. The next day, the reaction mixture was poured onto ice and the solid collected by filtration providing the title compound (55 mg, 100%). The solvent is CN(C)C=O (DMF). Starting materials: OC(c1cc(Br)cs1)C(F)(F)F, O=C([O-])[O-], CC1(C)COB(c2ccc3nccnc3c2)OC1, [Na+], [Na+], CN(C)C=O, c1ccc(P(c2ccccc2)(c2ccccc2)[Pd](P(c2ccccc2)(c2ccccc2)c2ccccc2)(P(c2ccccc2)(c2ccccc2)c2ccccc2)P(c2ccccc2)(c2ccccc2)c2ccccc2)cc1. Product: OC(c1cc(-c2ccc3nccnc3c2)cs1)C(F)(F)F. As a reaction SMILES: [Br:1][c:2]1[cH:3][c:4]([CH:7]([C:8]([F:9])([F:10])[F:11])[OH:12])[s:5][cH:6]1.[C:31](=[O:32])([O-:33])[O-:34].[CH3:13][C:14]1([CH3:15])[CH2:16][O:17][B:18]([c:20]2[cH:21][c:22]3[n:23][cH:24][cH:25][n:26][c:27]3[cH:28][cH:29]2)[O:19][CH2:30]1.[Na+:35].[Na+:36].[O:37]=[CH:38][N:39]([CH3:40])[CH3:41].[cH:42]1[cH:43][cH:44][c:45]([P:46]([Pd:47]([P:48]([c:49]2[cH:50][cH:51][cH:52][cH:53][cH:54]2)([c:55]2[cH:56][cH:57][cH:58][cH:59][cH:60]2)[c:61]2[cH:62][cH:63][cH:64][cH:65][cH:66]2)([P:67]([c:68]2[cH:69][cH:70][cH:71][cH:72][cH:73]2)([c:74]2[cH:75][cH:76][cH:77][cH:78][cH:79]2)[c:80]2[cH:81][cH:82][cH:83][cH:84][cH:85]2)[P:86]([c:87]2[cH:88][cH:89][cH:90][cH:91][cH:92]2)([c:93]2[cH:94][cH:95][cH:96][cH:97][cH:98]2)[c:99]2[cH:100][cH:101][cH:102][cH:103][cH:104]2)([c:105]2[cH:106][cH:107][cH:108][cH:109][cH:110]2)[c:111]2[cH:112][cH:113][cH:114][cH:115][cH:116]2)[cH:117][cH:118]1>>[c:2]1(-[c:20]2[cH:21][c:22]3[n:23][cH:24][cH:25][n:26][c:27]3[cH:28][cH:29]2)[cH:3][c:4]([CH:7]([C:8]([F:9])([F:10])[F:11])[OH:12])[s:5][cH:6]1.